From a dataset of the Open Reaction Database (ORD), a public repository of structured organic reaction records. describe an organic reaction: reactants, conditions, products, and yield Starting materials: Cl.C1(=CC=CC=C1)C1=NOC=2C1=C(N=NC2)NCC2CCNCC2 (3-phenyl-N-(4-piperidinylmethyl)isoxazolo[4,5-d]pyridazin-4-amine Hydrochloride), ClC1=C(C=CC=C1)C1=NOC(=C1)C=O (3-(2-chlorophenyl)isoxazole-5-carbaldehyde). Yields the product ClC1=C(C=CC=C1)C1=NOC(=C1)CN1CCC(CC1)CNC=1N=NC=C2C1C(=NO2)C2=CC=CC=C2 (N-[(1-{[3-(2-chlorophenyl)-5-isoxazolyl]methyl}-4-piperidinyl)methyl]-3-phenylisoxazolo[4,5-d]pyridazin-4-amine). As a reaction SMILES: Cl.[C:2]1([C:8]2[C:12]3=[C:13]([NH:17][CH2:18][CH:19]4[CH2:24][CH2:23][NH:22][CH2:21][CH2:20]4)[N:14]=[N:15][CH:16]=[C:11]3[O:10][N:9]=2)[CH:7]=[CH:6][CH:5]=[CH:4][CH:3]=1.[Cl:25][C:26]1[CH:31]=[CH:30][CH:29]=[CH:28][C:27]=1[C:32]1[CH:36]=[C:35]([CH:37]=O)[O:34][N:33]=1>>[Cl:25][C:26]1[CH:31]=[CH:30][CH:29]=[CH:28][C:27]=1[C:32]1[CH:36]=[C:35]([CH2:37][N:22]2[CH2:23][CH2:24][CH:19]([CH2:18][NH:17][C:13]3[N:14]=[N:15][CH:16]=[C:11]4[O:10][N:9]=[C:8]([C:2]5[CH:3]=[CH:4][CH:5]=[CH:6][CH:7]=5)[C:12]=34)[CH2:20][CH2:21]2)[O:34][N:33]=1 |f:0.1|. Procedure: According to the same procedure described in Example 35, using the compound obtained in Example 84 instead of the compound obtained in Example 11 and 3-(2-chlorophenyl)isoxazole-5-carbaldehyde instead of 4-phenylthiophene-2-carbaldehyde, the title compound having the following physical data was obtained.